From a dataset of the Open Reaction Database (ORD), a public repository of structured organic reaction records. describe an organic reaction: reactants, conditions, products, and yield Reactants: [H-].[Na+] (Sodium hydride), ClC1=C(C(=NC=C1)O)[N+](=O)[O-] (4-chloro-2-hydroxy-3-nitropyridine), BrCC(=O)OCC (ethyl bromoacetate). The solvent is C1CCOC1 (THF). Reaction conditions: temperature 60 celsius. The product is ClC1=C(C(N(C=C1)CC(=O)OCC)=O)[N+](=O)[O-] (4-Chloro-1-ethyloxycarbonylmethyl-3-nitro-2-pyridinone). Reaction SMILES: [H-].[Na+].[Cl:3][C:4]1[CH:9]=[CH:8][N:7]=[C:6]([OH:10])[C:5]=1[N+:11]([O-:13])=[O:12].Br[CH2:15][C:16]([O:18][CH2:19][CH3:20])=[O:17]>C1COCC1>[Cl:3][C:4]1[CH:9]=[CH:8][N:7]([CH2:15][C:16]([O:18][CH2:19][CH3:20])=[O:17])[C:6](=[O:10])[C:5]=1[N+:11]([O-:13])=[O:12] |f:0.1|. Reported procedure: Sodium hydride (60% dispersion in mineral oil, 7.5 g, 0.188 mol) was added to a stirred solution of 4-chloro-2-hydroxy-3-nitropyridine (23.68 g, 0.126 mol) in THF (250 mL) at 0° C. After 25 min ethyl bromoacetate (16.7 mL, 0.151 mol) was added and the reaction was warmed to 60° C. After 20 h the reaction was cooled and washed with brine acidified with 1M HCl. The organic layer was dried (Na2SO4) and evaporated in vacuo to a solid which was recrystallised from ethyl acetate/hexanes to give the ti... Procedure: Prepared from 1.2 g (3.6 mmol) of 3-[(hexahydro-azepin-3-yl)methyl]-7,8-dimethoxy-1,3,4, 5-tetrahydro-2H-3-benzazepin-2-one and 1.36 g (3.96 mmol) of 3-(4-amino-3,5-dibromo-phenoxy)-propyl chloride in 5 ml triethylamine analogously to Example 26. As a reaction SMILES: [NH:1]1[CH2:7][CH2:6][CH2:5][CH2:4][CH:3]([CH2:8][N:9]2[C:15](=[O:16])[CH2:14][C:13]3[CH:17]=[C:18]([O:23][CH3:24])[C:19]([O:21][CH3:22])=[CH:20][C:12]=3[CH2:11][CH2:10]2)[CH2:2]1.[NH2:25][C:26]1[C:36]([Br:37])=[CH:35][C:29]([O:30][CH2:31][CH2:32][CH2:33][Cl:34])=[CH:28][C:27]=1[Br:38]>C(N(CC)CC)C>[ClH:34].[ClH:34].[NH2:25][C:26]1[C:27]([Br:38])=[CH:28][C:29]([O:30][CH2:31][CH2:32][CH2:33][N:1]2[CH2:7][CH2:6][CH2:5][CH2:4][CH:3]([CH2:8][N:9]3[C:15](=[O:16])[CH2:14][C:13]4[CH:17]=[C:18]([O:23][CH3:24])[C:19]([O:21][CH3:22])=[CH:20][C:12]=4[CH2:11][CH2:10]3)[CH2:2]2)=[CH:35][C:36]=1[Br:37] |f:3.4.5|. Product: Cl.Cl.NC1=C(C=C(OCCCN2CC(CCCC2)CN2CCC3=C(CC2=O)C=C(C(=C3)OC)OC)C=C1Br)Br (3-[(N-(3-(4-Amino-3,5-dibromo-phenoxy)-propyl)-hexahydro-azepin-3-yl)-methyl]-7, 8-dimethoxy-1,3,4,5-tetrahydro-2H-3-benzazepin-2-one-dihydrochloride). Reactants: N1CC(CCCC1)CN1CCC2=C(CC1=O)C=C(C(=C2)OC)OC (3-[(hexahydro-azepin-3-yl)methyl]-7,8-dimethoxy-1,3,4, 5-tetrahydro-2H-3-benzazepin-2-one), NC1=C(C=C(OCCCCl)C=C1Br)Br (3-(4-amino-3,5-dibromo-phenoxy)-propyl chloride). The solvent is C(C)N(CC)CC (triethylamine). Starting materials: O.N (ammonia water), CN(C=O)C (dimethylformamide), P(=O)(Cl)(Cl)Cl (phosphorus oxychloride), C(=O)(O)COC[C@H]1N(C[C@@H](C1)O)C(=O)OCC1=CC=C(C=C1)[N+](=O)[O-] ((2S,4R)-2-carboxymethyloxymethyl-4-hydroxy-1-(4-nitrobenzyloxycarbonyl)pyrrolidine). RXN SMILES: C[N:2](C)C=O.P(Cl)(Cl)(Cl)=O.[C:11]([CH2:14][O:15][CH2:16][C@@H:17]1[CH2:21][C@@H:20]([OH:22])[CH2:19][N:18]1[C:23]([O:25][CH2:26][C:27]1[CH:32]=[CH:31][C:30]([N+:33]([O-:35])=[O:34])=[CH:29][CH:28]=1)=[O:24])(O)=[O:12].O.N>O1CCCC1>[C:11]([CH2:14][O:15][CH2:16][C@@H:17]1[CH2:21][C@@H:20]([OH:22])[CH2:19][N:18]1[C:23]([O:25][CH2:26][C:27]1[CH:32]=[CH:31][C:30]([N+:33]([O-:35])=[O:34])=[CH:29][CH:28]=1)=[O:24])(=[O:12])[NH2:2] |f:3.4|. Yields the product C(N)(=O)COC[C@H]1N(C[C@@H](C1)O)C(=O)OCC1=CC=C(C=C1)[N+](=O)[O-] ((2S,4R)-2-(carbamoylmethyloxymethyl)-4-hydroxy-1-(4-nitrobenzyloxycarbonyl)pyrrolidine). Solvent: O1CCCC1 (tetrahydrofuran), O1CCCC1 (tetrahydrofuran). Run at time 30 minute. Reported procedure: To a mixture of dimethylformamide (1.50 ml) and tetrahydrofuran (10 ml) was dropwise added phosphorus oxychloride (1.50 ml) at -5°~5° C. and the mixture was stirred at the same temperature for 30 minutes. To the mixture was added a solution of (2S,4R)-2-carboxymethyloxymethyl-4-hydroxy-1-(4-nitrobenzyloxycarbonyl)pyrrolidine (2.30 g) in tetrahydrofuran (20 ml) at -5°~5° C., followed by stirring at the same temperature for 30 minutes. The mixture was dropwise added to concentrated ammonia water (... The reactants are C(#N)C=1C(=NC(=NC1)NC1=CC=C(C=C1)OCCO)C=1SC=CC1 (5-cyano-N-[4-(2-hydroxyethoxy)-phenyl]-4-thien-2-ylpyrimidine-2-amine), C1(=CC=C(C=C1)S(=O)(=O)Cl)C (4-toluene-sulphonylchloride). The product is C(#N)C=1C(=NC(=NC1)NC1=CC=C(C=C1)OCCOS(=O)(=O)C1=CC=C(C=C1)C)C=1SC=CC1 (5cyano-N-[4-(2-p-toluenesulphonyloxyethoxy)phenyl]-4-thien-2-ylpyrimidin-2-amine), solid. RXN SMILES: [C:1]([C:3]1[C:4]([C:20]2[S:21][CH:22]=[CH:23][CH:24]=2)=[N:5][C:6]([NH:9][C:10]2[CH:15]=[CH:14][C:13]([O:16][CH2:17][CH2:18][OH:19])=[CH:12][CH:11]=2)=[N:7][CH:8]=1)#[N:2].[C:25]1([CH3:35])[CH:30]=[CH:29][C:28]([S:31](Cl)(=[O:33])=[O:32])=[CH:27][CH:26]=1>>[C:1]([C:3]1[C:4]([C:20]2[S:21][CH:22]=[CH:23][CH:24]=2)=[N:5][C:6]([NH:9][C:10]2[CH:11]=[CH:12][C:13]([O:16][CH2:17][CH2:18][O:19][S:31]([C:28]3[CH:29]=[CH:30][C:25]([CH3:35])=[CH:26][CH:27]=3)(=[O:33])=[O:32])=[CH:14][CH:15]=2)=[N:7][CH:8]=1)#[N:2]. Reported procedure: 5cyano-N-[4-(2-p-toluenesulphonyloxyethoxy)phenyl]-4-thien-2-ylpyrimidin-2-amine was prepared from 5-cyano-N-[4-(2-hydroxyethoxy)-phenyl]-4-thien-2-ylpyrimidine-2-amine (8.02 g, 23.7 mmol) and 4-toluene-sulphonylchloride (9.0 g, 47.4 mmol) to give a yellow solid (4.97 g), m.p. 160°. δH (d6 DMSO) 10.32 (1H, s), 8.84 (1H, s), 8.26 (1H, d, J 3.9 Hz), 7.99 (1H, d, J 5.0 Hz), 7.80 (2H, d, J 8.3 Hz), 7.64 (2H, m), 7.47 (2H, d, J 8.3hz), 7.33 (1H, t, J 4.5 Hz), 6.85 (2H, d, J 9.0 Hz), 4.33 (2H, t, J 4.... Starting materials: C1CCOC1, CCOC(C)=O, CCN(C(C)C)C(C)C, O=C(Cl)c1cccc(C(F)(F)F)c1, Nc1ccc(Cl)c(-c2cc3cnccc3[nH]c2=O)c1. Yields the product O=C(Nc1ccc(Cl)c(-c2cc3cnccc3[nH]c2=O)c1)c1cccc(C(F)(F)F)c1. As a reaction SMILES: [CH2:42]1[O:43][CH2:44][CH2:45][CH2:46]1.[CH3:47][CH2:48][O:49][C:50]([CH3:51])=[O:52].[CH:20]([N:21]([CH2:22][CH3:23])[CH:24]([CH3:25])[CH3:26])([CH3:27])[CH3:28].[F:29][C:30]([c:31]1[cH:32][c:33]([C:34](=[O:35])[Cl:36])[cH:37][cH:38][cH:39]1)([F:40])[F:41].[NH2:1][c:2]1[cH:3][cH:4][c:5]([Cl:19])[c:6](-[c:8]2[c:9](=[O:18])[nH:10][c:11]3[cH:12][cH:13][n:14][cH:15][c:16]3[cH:17]2)[cH:7]1>>[NH:1]([c:2]1[cH:3][cH:4][c:5]([Cl:19])[c:6](-[c:8]2[c:9](=[O:18])[nH:10][c:11]3[cH:12][cH:13][n:14][cH:15][c:16]3[cH:17]2)[cH:7]1)[C:34]([c:33]1[cH:32][c:31]([C:30]([F:29])([F:40])[F:41])[cH:39][cH:38][cH:37]1)=[O:35]. Starting materials: CCOC(=O)c1c(C(F)(F)F)n(C)c2cc(OC)ccc12, C1CCOC1, CO, Cl, [K+], [OH-], O. Product: COc1ccc2c(C(=O)O)c(C(F)(F)F)n(C)c2c1. Reaction SMILES: [CH2:1]([CH3:2])[O:3][C:4](=[O:5])[c:6]1[c:7]([C:18]([F:19])([F:20])[F:21])[n:8]([CH3:17])[c:9]2[cH:10][c:11]([O:15][CH3:16])[cH:12][cH:13][c:14]12.[CH2:25]1[O:26][CH2:27][CH2:28][CH2:29]1.[CH3:30][OH:31].[ClH:24].[K+:23].[OH-:22].[OH2:32]>>[O:3]=[C:4]([OH:5])[c:6]1[c:7]([C:18]([F:19])([F:20])[F:21])[n:8]([CH3:17])[c:9]2[cH:10][c:11]([O:15][CH3:16])[cH:12][cH:13][c:14]12. Starting materials: C1(CCCC1)OC=1C=C(C=CC1OC)CC(=O)O (3-cyclopentyloxy-4-methoxyphenylacetic acid), C(=O)(N1C=NC=C1)N1C=NC=C1 (1,1′-carbonyl diimidazole), NC1=C(O)C=CC=C1O (2-aminoresorcinol). The solvent is ClCCl (dichloromethane), ClCCl (dichloromethane), O (water). Run at time 2 hour. Yields the product OC1=C(C(=CC=C1)O)NC(CC1=CC(=C(C=C1)OC)OC1CCCC1)=O (N-(2,6-dihydroxyphenyl)-3-cyclopentyloxy-4-methoxyphenylacetamide). Isolated yield 59.7%. As a reaction SMILES: [CH:1]1([O:6][C:7]2[CH:8]=[C:9]([CH2:15][C:16]([OH:18])=O)[CH:10]=[CH:11][C:12]=2[O:13][CH3:14])[CH2:5][CH2:4][CH2:3][CH2:2]1.C(N1C=CN=C1)(N1C=CN=C1)=O.[NH2:31][C:32]1[C:38]([OH:39])=[CH:37][CH:36]=[CH:35][C:33]=1[OH:34]>ClCCl.O>[OH:34][C:33]1[CH:35]=[CH:36][CH:37]=[C:38]([OH:39])[C:32]=1[NH:31][C:16](=[O:18])[CH2:15][C:9]1[CH:10]=[CH:11][C:12]([O:13][CH3:14])=[C:7]([O:6][CH:1]2[CH2:2][CH2:3][CH2:4][CH2:5]2)[CH:8]=1. Procedure: A suspension of 3-cyclopentyloxy-4-methoxyphenylacetic acid (2.49 g) and 1,1′-carbonyl diimidazole (2.31 g) in dichloromethane (10 ml) was stirred at room temperature, under argon, for 2 hours. The resulting solution was added to a stirred suspension of 2-aminoresorcinol (1.62 g) in dichloromethane (15 ml) and the mixture stirred at room temperature, under argon, overnight. The reaction mixture was diluted with water (100 ml) and extracted with dichloromethane (3×50 ml). The combined organic ext... Starting materials: ClCCl, O, O=S(Cl)Cl, c1ccncc1, OCc1cc2ccccc2o1. The product is ClCc1cc2ccccc2o1. As a reaction SMILES: [Cl:22][CH2:23][Cl:24].[OH2:25].[S:1]([Cl:2])([Cl:3])=[O:4].[cH:16]1[cH:17][cH:18][n:19][cH:20][cH:21]1.[o:5]1[c:6]([CH2:14][OH:15])[cH:7][c:8]2[c:9]1[cH:10][cH:11][cH:12][cH:13]2>>[Cl:3][CH2:14][c:6]1[o:5][c:9]2[c:8]([cH:7]1)[cH:13][cH:12][cH:11][cH:10]2.